This data is from the Open Reaction Database (ORD), a public repository of structured organic reaction records. The task is: describe an organic reaction: reactants, conditions, products, and yield Reactants: C([O-])([O-])=O.[K+].[K+] (potassium carbonate), N1=C(C=CC=C1CO)CO (2,6-pyridinedimethanol), O1CCCC1 (tetrahydrofuran), COCCBr (2-bromoethyl methyl ether), O1CCCC1 (tetrahydrofuran), [OH-].[K+] (potassium hydroxide), COCCBr (2-bromoethyl methyl ether), O1CCCC1 (tetrahydrofuran). The reagents and catalysts are S(=O)(=O)(O)[O-].C(CCC)[N+](CCCC)(CCCC)CCCC (tetra-butylammonium hydrogensulphate). Run in O (water). Run at temperature 20 celsius, time 15 minute. Product: COCCOCC1=NC(=CC=C1)COCCOC (2,6-bis(2-methoxyethyloxymethyl)pyridine). As a reaction SMILES: C(=O)([O-])[O-].[K+].[K+].[N:7]1[C:12]([CH2:13][OH:14])=[CH:11][CH:10]=[CH:9][C:8]=1[CH2:15][OH:16].[OH-].[K+].[CH3:19][O:20][CH2:21][CH2:22]Br.[O:24]1[CH2:28]C[CH2:26][CH2:25]1>S([O-])(O)(=O)=O.C([N+](CCCC)(CCCC)CCCC)CCC.O>[CH3:19][O:20][CH2:21][CH2:22][O:16][CH2:15][C:8]1[CH:9]=[CH:10][CH:11]=[C:12]([CH2:13][O:14][CH2:26][CH2:25][O:24][CH3:28])[N:7]=1 |f:0.1.2,4.5,8.9|. Procedure details: 6.91 g of potassium carbonate and 8.75 g of tetra-butylammonium hydrogensulphate are successively added to a solution of 7.1 g of 2,6-pyridinedimethanol in 100 cm3 of tetrahydrofuran. The reaction mixture is cooled to 20° C. in an ice bath and 6.60 g of potassium hydroxide are then added, while maintaining the temperature of the reaction mixture at 30° C. After stirring for 15 minutes at this temperature, a solution of 4.73 cm3 of 2-bromoethyl methyl ether in 10 cm3 of tetrahydrofuran is added o...